Dataset: the Open Reaction Database (ORD), a public repository of structured organic reaction records. Task: describe an organic reaction: reactants, conditions, products, and yield The reactants are Cl (hydrochloric acid), C1(=CC=CC=C1)P(C1=CC=CC=C1)C1=CC=CC=C1 (triphenylphosphine), O (water), N(=[N+]=[N-])CC1CN(C(O1)=O)C1=CC=C2C=C(NC(C2=C1)=O)C1=C(C=CC=C1)C(F)(F)F (7-(5-azidomethyl-2-oxooxazolidin-3-yl)-3-(2-trifluoromethylphenyl)-2H-isoquinolin-1-one). Run in O1CCCC1 (tetrahydrofuran). Run at temperature 40 celsius, time 14 hour. Yields the product NCC1CN(C(O1)=O)C1=CC=C2C=C(NC(C2=C1)=O)C1=C(C=CC=C1)C(F)(F)F (7-(5-aminomethyl-2-oxooxazolidin-3-yl)-3-(2-trifluoromethylphenyl)-2H-isoquinolin-1-one). Isolated yield 97.9%. As a reaction SMILES: [N:1]([CH2:4][CH:5]1[O:9][C:8](=[O:10])[N:7]([C:11]2[CH:20]=[C:19]3[C:14]([CH:15]=[C:16]([C:22]4[CH:27]=[CH:26][CH:25]=[CH:24][C:23]=4[C:28]([F:31])([F:30])[F:29])[NH:17][C:18]3=[O:21])=[CH:13][CH:12]=2)[CH2:6]1)=[N+]=[N-].C1(P(C2C=CC=CC=2)C2C=CC=CC=2)C=CC=CC=1.O.Cl>O1CCCC1>[NH2:1][CH2:4][CH:5]1[O:9][C:8](=[O:10])[N:7]([C:11]2[CH:20]=[C:19]3[C:14]([CH:15]=[C:16]([C:22]4[CH:27]=[CH:26][CH:25]=[CH:24][C:23]=4[C:28]([F:29])([F:31])[F:30])[NH:17][C:18]3=[O:21])=[CH:13][CH:12]=2)[CH2:6]1. Reported procedure: The 7-(5-azidomethyl-2-oxooxazolidin-3-yl)-3-(2-trifluoromethylphenyl)-2H-isoquinolin-1-one (50.0 mg, 0.116 mmol) obtained in Example 1-30 was dissolved in tetrahydrofuran (387 μl). Thereafter, triphenylphosphine (33.6 mg, 0.128 mmol) and water (20.9 μl) were added to the obtained solution, and the obtained mixture was then stirred at 40° C. for 14 hours. Thereafter, 1 N hydrochloric acid (0.5 ml) was added to the reaction solution, followed by washing with ethyl acetate. A 1 N sodium hydroxide ... Solvent: CN(C=O)C (N,N-dimethyl formamide). Run at time 40 minute. Reaction SMILES: [Si:1]([O:8][CH2:9][C@H:10]1[O:15][C@:14]([C:18]2[CH:23]=[CH:22][C:21]([Cl:24])=[C:20]([CH2:25][C:26]3[CH:31]=[CH:30][C:29]([O:32][CH2:33][CH3:34])=[C:28]([F:35])[CH:27]=3)[CH:19]=2)([O:16][CH3:17])[C@H:13]([OH:36])[C@@H:12]([OH:37])[C@@H:11]1[OH:38])([C:4]([CH3:7])([CH3:6])[CH3:5])([CH3:3])[CH3:2].[H-].[Na+].[CH2:41](Br)[C:42]1[CH:47]=[CH:46][CH:45]=[CH:44][CH:43]=1>CN(C)C=O>[CH2:41]([O:38][C@H:11]1[C@H:12]([O:37][CH2:25][C:26]2[CH:31]=[CH:30][CH:29]=[CH:28][CH:27]=2)[C@@H:13]([O:36][CH2:14][C:18]2[CH:23]=[CH:22][CH:21]=[CH:20][CH:19]=2)[C@@:14]([C:18]2[CH:23]=[CH:22][C:21]([Cl:24])=[C:20]([CH2:25][C:26]3[CH:31]=[CH:30][C:29]([O:32][CH2:33][CH3:34])=[C:28]([F:35])[CH:27]=3)[CH:19]=2)([O:16][CH3:17])[O:15][C@@H:10]1[CH2:9][O:8][Si:1]([C:4]([CH3:7])([CH3:5])[CH3:6])([CH3:3])[CH3:2])[C:42]1[CH:47]=[CH:46][CH:45]=[CH:44][CH:43]=1 |f:1.2|. Procedure: (2S,3R,4S,5S,6R)-6-[(tert-butyl(dimethyl)silyl)oxymethyl]-2-[4-chloro-3-[(4-ethoxy-3-fluoro-phenyl)methyl]phenyl]-2-methoxy-tetrahydropyran-3,4,5-triol 4g (7.14 g, 12.5 mmol) was dissolved in 100 mL N,N-dimethyl formamide, followed by addition of 60% NaH (2.5 g, 62.5 mmol) in an ice bath. The reaction mixture was warmed and stirred for 40 minutes at room temperature. The mixture was stirred for 16 hours after benzyl bromide (7.5 mL, 62.5 mmol) was added. Thereafter, the reaction mixture was conc... Product: C(C1=CC=CC=C1)O[C@@H]1[C@H](O[C@@]([C@@H]([C@H]1OCC1=CC=CC=C1)OCC1=CC=CC=C1)(OC)C1=CC(=C(C=C1)Cl)CC1=CC(=C(C=C1)OCC)F)CO[Si](C)(C)C(C)(C)C ([[(2R,3R,4S,5R,6S)-3,4,5-tribenzyloxy-6-[4-chloro-3-[(4-ethoxy-3-fluoro-phenyl)methyl]phenyl]-6-methoxy-tetrahydropyran-2-yl]methoxy]tert-butyl-dimethylsilane). Yield: 199.6%. Starting materials: [H-].[Na+] (NaH), [Si](C)(C)(C(C)(C)C)OC[C@@H]1[C@H]([C@@H]([C@H]([C@](O1)(OC)C1=CC(=C(C=C1)Cl)CC1=CC(=C(C=C1)OCC)F)O)O)O ((2S,3R,4S,5S,6R)-6-[(tert-butyl(dimethyl)silyl)oxymethyl]-2-[4-chloro-3-[(4-ethoxy-3-fluoro-phenyl)methyl]phenyl]-2-methoxy-tetrahydropyran-3,4,5-triol), C(C1=CC=CC=C1)Br (benzyl bromide). The reactants are CC=1C(N2CC=3C(=NC4=CC=CC=C4C3COC(CNC(=O)OC(C)(C)C)=O)C2=CC1C(CC)=O)=O (8-methyl-12-[[[[[(1,1-dimethylethoxy)carbonyl]amino]acetyl]oxy]methyl]-7-(1-oxopropyl)indolizino[1,2-b]quinolin-9(11H)-one), C(F)(F)(F)C(=O)O.O (CF3CO2H.H2O). The product is NCC(=O)OCC1=C2C(=NC3=CC=CC=C13)C1=CC(=C(C(N1C2)=O)C)C(CC)=O (12-[[(Aminoacetyl)oxy]methyl]-8-methyl-7-(1-oxopropyl)indolizino[1,2-b]quinolin-9(11H)-one). Reaction SMILES: [CH3:1][C:2]1[C:3](=[O:36])[N:4]2[C:29](=[CH:30][C:31]=1[C:32](=[O:35])[CH2:33][CH3:34])[C:7]1=[N:8][C:9]3[C:14]([C:15]([CH2:16][O:17][C:18](=[O:28])[CH2:19][NH:20]C(OC(C)(C)C)=O)=[C:6]1[CH2:5]2)=[CH:13][CH:12]=[CH:11][CH:10]=3.C(C(O)=O)(F)(F)F.O>>[NH2:20][CH2:19][C:18]([O:17][CH2:16][C:15]1[C:14]2[C:9](=[CH:10][CH:11]=[CH:12][CH:13]=2)[N:8]=[C:7]2[C:29]3[N:4]([CH2:5][C:6]=12)[C:3](=[O:36])[C:2]([CH3:1])=[C:31]([C:32](=[O:35])[CH2:33][CH3:34])[CH:30]=3)=[O:28] |f:1.2|. Procedure: The title compound was prepared according to the procedure in Example 5B except using 8-methyl-12-[[[[[(1,1-dimethylethoxy)carbonyl]amino]acetyl]oxy]methyl]-7-(1-oxopropyl)indolizino[1,2-b]quinolin-9(11H)-one. 1H NMR (D2O/DSS) d 7.6-7.3 (m, 4H), 6.64 (s, 1H), 5.58 (s, 2H), 4.58 (s, 2H), 4.20 (s, 2H), 2.92 (q, J=7.2 Hz, 2H), 1.94 (s, 3H), 1.22 (t, J=7.2 Hz, 3H). Anal. Calcd for C22H21N3O4.CF3CO2H.H2O: C, 55.07; H, 4.62; N, 8.03. Found: C, 55.32; H, 4.69; N, 7.98.